Dataset: the Open Reaction Database (ORD), a public repository of structured organic reaction records. Task: describe an organic reaction: reactants, conditions, products, and yield The reactants are CC1=C(C=C(C=C1)NC(C(F)(F)F)=O)C(F)(F)F (N-(4-methyl-3-trifluoromethyl-phenyl)-2,2,2-trifluoro-acetamide), BrN1C(CCC1=O)=O (N-bromosuccinimide), azo-iso-butyronitrile, BrN1C(CCC1=O)=O (N-bromosuccinimide). Run in C(C)(=O)OCCCC (n-butyl acetate). Reaction conditions: temperature 60 celsius, time 6 hour. The product is BrCC1=C(C=C(C=C1)NC(C(F)(F)F)=O)C(F)(F)F (N-(4-Bromomethyl-3-trifluoromethyl-phenyl)-2,2,2-trifluoro-acetamide). RXN SMILES: [CH3:1][C:2]1[CH:7]=[CH:6][C:5]([NH:8][C:9](=[O:14])[C:10]([F:13])([F:12])[F:11])=[CH:4][C:3]=1[C:15]([F:18])([F:17])[F:16].[Br:19]N1C(=O)CCC1=O>C(OCCCC)(=O)C>[Br:19][CH2:1][C:2]1[CH:7]=[CH:6][C:5]([NH:8][C:9](=[O:14])[C:10]([F:13])([F:12])[F:11])=[CH:4][C:3]=1[C:15]([F:16])([F:17])[F:18]. Reported procedure: To a solution of 60.9 g (224.6 mmol) of N-(4-methyl-3-trifluoromethyl-phenyl)-2,2,2-trifluoro-acetamide in 830 ml n-butyl acetate under a nitrogen atmosphere, 44 g (247 mmol) N-bromosuccinimide and 830 mg (5 mmol) azo-iso-butyronitrile are added. The suspension is heated up to 60° C. and then illuminated for 30 min by a Phillips low-voltage lamp (500 W; 10500 lm), whereby the temperature rises to 70-75° C. and a clear brown solution is formed. There is still remaining educt detectable, therefore...